This data is from the Open Reaction Database (ORD), a public repository of structured organic reaction records. The task is: describe an organic reaction: reactants, conditions, products, and yield The reactants are CC1=CC2=C(C(C3=C(C=C2)C=C(C=C3)C)C=3C(NC(NC3)=O)=O)C=C1 (5-[2,8-Dimethyl-5H-dibenzo[a,d]cyclohepten-5-yl]-2,4(1H,3H)-pyrimidinedione), C([O-])([O-])=O.[Cs+].[Cs+] (cesium carbonate), ClC1=NC=C(C(=N1)NCC(=O)OC(C)(C)C)C(=O)OC (2-Chloro-4-[[[1,1-dimethylethoxy]carbonylmethyl]amino]-5-pyrimidinecarboxylic acid, methyl ester). Solvent: CN(C=O)C (dimethylformamide). Run at time 3 hour. The product is CC1=CC2=C(C(C3=C(C=C2)C=C(C=C3)C)C=3C(NC(N(C3)C3=NC=C(C(=N3)NCC(=O)OC(C)(C)C)C(=O)OC)=O)=O)C=C1 (2-[5-{2,8-Dimethyl-5H-dibenzo[a,d]cyclohepten-5-yl}-3,4-dihydro-2,4-dioxo-1(2H)-pyrimidinyl]-4-[[[1,1-dimethylethoxy]carbonylmethyl]amino]-5-pyrimidinecarboxylic acid, methyl ester). As a reaction SMILES: Cl[C:2]1[N:7]=[C:6]([NH:8][CH2:9][C:10]([O:12][C:13]([CH3:16])([CH3:15])[CH3:14])=[O:11])[C:5]([C:17]([O:19][CH3:20])=[O:18])=[CH:4][N:3]=1.[CH3:21][C:22]1[CH:45]=[CH:44][C:25]2[CH:26]([C:36]3[C:37](=[O:43])[NH:38][C:39](=[O:42])[NH:40][CH:41]=3)[C:27]3[CH:34]=[CH:33][C:32]([CH3:35])=[CH:31][C:28]=3[CH:29]=[CH:30][C:24]=2[CH:23]=1.C(=O)([O-])[O-].[Cs+].[Cs+]>CN(C)C=O>[CH3:21][C:22]1[CH:45]=[CH:44][C:25]2[CH:26]([C:36]3[C:37](=[O:43])[NH:38][C:39](=[O:42])[N:40]([C:2]4[N:7]=[C:6]([NH:8][CH2:9][C:10]([O:12][C:13]([CH3:16])([CH3:15])[CH3:14])=[O:11])[C:5]([C:17]([O:19][CH3:20])=[O:18])=[CH:4][N:3]=4)[CH:41]=3)[C:27]3[CH:34]=[CH:33][C:32]([CH3:35])=[CH:31][C:28]=3[CH:29]=[CH:30][C:24]=2[CH:23]=1 |f:2.3.4|. Procedure details: A mixture of the product of step (ii) (0.52 g), the product of example 8 step (i) (0.5 g) and cesium carbonate (0.49 g) in dimethylformamide (15 ml) was heated at 70° C. After 3 hours, the reaction mixture was partitioned between 1M HCl and ethyl acetate. The organic phase was washed with water, dried (MgSO4) and evaporated under reduced pressure. Purification was by chromatography eluting with 3% methanol in chloroform. Yield 0.47 g. The reactants are ClC1=CC(=C2C3=C(NC2=C1OC)N=CC(=C3)C)C3=CC(=CC=C3)S(=O)(=O)CC (7-chloro-5-(3-(ethylsulfonyl)phenyl)-8-methoxy-3-methyl-9H-pyrido[2,3-b]indole), C(C)S(=O)(=O)C=1C=C(C=CC1)C1=C2C3=C(NC2=C(C=C1)O)N=CC(=C3)C (5-(3-(ethylsulfonyl)phenyl)-3-methyl-9H-pyrido[2,3-b]indol-8-ol). The product is ClC1=CC(=C2C3=C(NC2=C1O)N=CC(=C3)C)C3=CC(=CC=C3)S(=O)(=O)CC (7-chloro-5-(3-(ethylsulfonyl)phenyl)-3-methyl-9H-pyrido[2,3-b]indol-8-ol). Reaction SMILES: [Cl:1][C:2]1[C:10]([O:11]C)=[C:9]2[C:5]([C:6]3[CH:16]=[C:15]([CH3:17])[CH:14]=[N:13][C:7]=3[NH:8]2)=[C:4]([C:18]2[CH:23]=[CH:22][CH:21]=[C:20]([S:24]([CH2:27][CH3:28])(=[O:26])=[O:25])[CH:19]=2)[CH:3]=1.C(S(C1C=C(C2C=CC(O)=C3C=2C2C=C(C)C=NC=2N3)C=CC=1)(=O)=O)C>>[Cl:1][C:2]1[C:10]([OH:11])=[C:9]2[C:5]([C:6]3[CH:16]=[C:15]([CH3:17])[CH:14]=[N:13][C:7]=3[NH:8]2)=[C:4]([C:18]2[CH:23]=[CH:22][CH:21]=[C:20]([S:24]([CH2:27][CH3:28])(=[O:25])=[O:26])[CH:19]=2)[CH:3]=1. Reported procedure: The title compound was prepared from Compound 246 by using an analogous procedure to that outlined in the preparation of Compound 157. 1H NMR (400 MHz, DMSO-d6) δ ppm 1.16 (t, J=7.33 Hz, 3 H) 2.25 (s, 3 H) 3.41 (q, J=7.58 Hz, 2 H) 4.26 (t, J=6.44 Hz, 2 H) 7.23 (s, 1 H) 7.46 (s, 1 H) 7.87 (t, J=7.71 Hz, 1 H) 8.03 (t, J=7.20 Hz, 2 H) 8.11 (s, 1 H) 8.31 (s, 1 H) 12.27 (br. s., 1 H); [M+H] calc'd for C20H17ClN2O3S, 401.1; found, 401.3. Reactants: NC1=NC=C(C=N1)C=1C=C(C(=CC1)NC(C)(C)C)N (4-(2-amino-pyrimidin-5-yl)-N1-tert-butyl-benzene-1,2-diamine), CN1N=CC(=C1C)C=1C=CC(=C(C=O)C1)N1N=CN=C1 (5-(1,5-dimethyl-1H-pyrazol-4-yl)-2-[1,2,4]triazole-1-yl-benzaldehyde), OOS(=O)[O-].[K+] (Oxone), S(=S)(=O)([O-])[O-].[Na+].[Na+] (sodium thiosulfate). Run in CN(C)C=O (DMF), O (H2O). Conditions: time 3 hour. Yields the product C(C)(C)(C)N1C(=NC2=C1C=CC(=C2)C=2C=NC(=NC2)N)C2=C(C=CC(=C2)C=2C=NN(C2C)C)N2N=CN=C2 (5-{1-tert-Butyl-2-[5-(1,5-dimethyl-1H-pyrazol-4-yl)-2-[1,2,4]triazol-1-yl-phenyl]-1H-benzoimidazol-5-yl}-pyrimidin-2-ylamine). The yield is 41.2%. RXN SMILES: [NH2:1][C:2]1[N:7]=[CH:6][C:5]([C:8]2[CH:9]=[C:10]([NH2:19])[C:11]([NH:14][C:15]([CH3:18])([CH3:17])[CH3:16])=[CH:12][CH:13]=2)=[CH:4][N:3]=1.[CH3:20][N:21]1[C:25]([CH3:26])=[C:24]([C:27]2[CH:28]=[CH:29][C:30]([N:35]3[CH:39]=[N:38][CH:37]=[N:36]3)=[C:31]([CH:34]=2)[CH:32]=O)[CH:23]=[N:22]1.OOS([O-])=O.[K+].S([O-])([O-])(=O)=S.[Na+].[Na+]>CN(C=O)C.O>[C:15]([N:14]1[C:11]2[CH:12]=[CH:13][C:8]([C:5]3[CH:4]=[N:3][C:2]([NH2:1])=[N:7][CH:6]=3)=[CH:9][C:10]=2[N:19]=[C:32]1[C:31]1[CH:34]=[C:27]([C:24]2[CH:23]=[N:22][N:21]([CH3:20])[C:25]=2[CH3:26])[CH:28]=[CH:29][C:30]=1[N:35]1[CH:39]=[N:38][CH:37]=[N:36]1)([CH3:16])([CH3:18])[CH3:17] |f:2.3,4.5.6|. Procedure details: To a solution of 4-(2-amino-pyrimidin-5-yl)-N1-tert-butyl-benzene-1,2-diamine (100 mg, 0.39 mmol) in DMF (10 mL) is added crude 5-(1,5-dimethyl-1H-pyrazol-4-yl)-2-[1,2,4]triazole-1-yl-benzaldehyde (112 mg, 0.42 mmol) at room temperature. Oxone (239 mg, 0.39 mmol) in H2O (1 mL) is added and the solution is stirred at the same temperature for 3 hours. Sat. sodium thiosulfate (10 mL) is added and the mixture is extracted with EtOAc (3×10 mL) and H2O (10 mL). The combined organic layer is dried with...